This data is from the Open Reaction Database (ORD), a public repository of structured organic reaction records. The task is: describe an organic reaction: reactants, conditions, products, and yield Reactants: CC1=CC(=C(C=C1)CC(=O)O)OCC1=CC=CC=C1 ([4-methyl-2-(phenylmethoxy)phenyl]acetic acid), C(C(=O)Cl)(=O)Cl (oxalyl chloride), C(C)(C)(C)O (tert-butanol). The reagents and catalysts are C1(=CC=CC=C1)C (toluene). Conditions: time 5 hour. The product is C(C)(C)(C)OC(CC1=C(C=C(C=C1)C)OCC1=CC=CC=C1)=O ([4-methyl-2-(phenylmethoxy)-phenyl]acetic acid tert-butyl ester). Isolated yield 92.8%. Reaction SMILES: [CH3:1][C:2]1[CH:7]=[CH:6][C:5]([CH2:8][C:9]([OH:11])=[O:10])=[C:4]([O:12][CH2:13][C:14]2[CH:19]=[CH:18][CH:17]=[CH:16][CH:15]=2)[CH:3]=1.C(Cl)(=O)C(Cl)=O.[C:26](O)([CH3:29])([CH3:28])[CH3:27]>C1(C)C=CC=CC=1>[C:26]([O:10][C:9](=[O:11])[CH2:8][C:5]1[CH:6]=[CH:7][C:2]([CH3:1])=[CH:3][C:4]=1[O:12][CH2:13][C:14]1[CH:19]=[CH:18][CH:17]=[CH:16][CH:15]=1)([CH3:29])([CH3:28])[CH3:27]. Procedure: To a solution of [4-methyl-2-(phenylmethoxy)phenyl]acetic acid (10.25 g, 40 mmol) in toluene (70 ml containing 2 drops of DMF) was added oxalyl chloride (4.0 ml, 46 mmol, 1.15 equivalents) dropwise, the mixture was stirred at room temperature for 5 hr then 44 ml of tert-butanol was added, the resulting solution was stirred at room temperature for 20 hr. The solvents were evaporated and the residue obtained was purified by chromatography on silica gel (EtOAc-hexanes, 1:40 to 1:25) to provide the ... Starting materials: C(C)(C)(C)OC(N[C@@H]1C[C@H](N(CC1)[C@H](C)C1=CC=CC=C1)C(F)(F)F)=O (([1-(R)-Phenylethyl]-(2S,4S)-2-(trifluoromethyl)piperidin-4-yl)carbamic acid tert-butyl ester). Reagents/catalysts: [Pd] (Pd/C). The solvent is C(C)O (ethanol). The product is C(C)(C)(C)OC(N[C@@H]1C[C@H](NCC1)C(F)(F)F)=O (((2S,4S)-2-(trifluoromethyl)piperidin-4-yl) carbamic acid tert-butyl ester). As a reaction SMILES: [C:1]([O:5][C:6](=[O:26])[NH:7][C@H:8]1[CH2:13][CH2:12][N:11]([C@@H](C2C=CC=CC=2)C)[C@H:10]([C:22]([F:25])([F:24])[F:23])[CH2:9]1)([CH3:4])([CH3:3])[CH3:2]>C(O)C.[Pd]>[C:1]([O:5][C:6](=[O:26])[NH:7][C@H:8]1[CH2:13][CH2:12][NH:11][C@H:10]([C:22]([F:23])([F:24])[F:25])[CH2:9]1)([CH3:4])([CH3:2])[CH3:3]. Procedure details: The major diastereomer ([1-(R)-Phenylethyl]-(2S,4S)-2-(trifluoromethyl)piperidin-4-yl)carbamic acid tert-butyl ester, from step (d), is dissolved in ethanol and a catalytic amount of 10% Pd/C is added. The reaction is shaken under H2 (50 psi) on a Parr hydrogenator apparatus. After 6 hrs the mixture is filtered through celite® filter medium, and the filter pad is washed with ethanol. The filtrate is concentrated under vacuum to give the title compound. Run at time 4 day. Starting materials: N1C(=CC=C1)C1=NC2(C(C1=O)=O)CCCCC2 (2-(1H-pyrrol-2-yl)-3-oxo-1-azaspiro[4.5]dec-1-en-4-one), N[C@@H](C(C)C)CO (L-valinol), C(C)(=O)OCC (ethyl acetate). Yield: 76.4%. The product is N1C(=CC=C1)C(=O)NC1(CCCCC1)C(=O)N[C@@H](C(C)C)CO (N-[[1-[[(1H-Pyrrol-2-yl)carbonyl]amino]cyclohexyl]carbonyl]-L-valinol). As a reaction SMILES: [NH:1]1[CH:5]=[CH:4][CH:3]=[C:2]1[C:6]1C(=O)[C:9](=[O:12])[C:8]2([CH2:17][CH2:16][CH2:15][CH2:14][CH2:13]2)[N:7]=1.[NH2:18][C@H:19]([CH2:23][OH:24])[CH:20]([CH3:22])[CH3:21].C(OCC)(=[O:27])C>>[NH:1]1[CH:5]=[CH:4][CH:3]=[C:2]1[C:6]([NH:7][C:8]1([C:9]([NH:18][C@H:19]([CH2:23][OH:24])[CH:20]([CH3:22])[CH3:21])=[O:12])[CH2:13][CH2:14][CH2:15][CH2:16][CH2:17]1)=[O:27]. Reported procedure: 220 mg (1.01 mmol) of 2-(1H-pyrrol-2-yl)-3-oxo-1-azaspiro[4.5]dec-1-en-4-one was added to a solution of 252 mg (2.45 mmol) of L-valinol in 5 mL of ethyl acetate, and the mixture was stirred at room temperature for 4 days. The reaction solution was distilled off under reduced pressure, and it was purified by silica gel chromatography to obtain 247 mg (76.4%) of the title compound. The reactants are ClC=1C=2C(N=C(C1)C1=CC=CC=C1)=NN(C2)C (4-chloro-2-methyl-6-phenyl-2H-pyrazolo [3,4-b]pyridine), CN (methylamine). Product: Cl.CNC=1C=2C(N=C(C1)C1=CC=CC=C1)=NN(C2)C (N,2-Dimethyl-6-phenyl-2H-pyrazolo[3,4-b]pyridin-4-amine, hydrochloride), CN1N(CC=2C1=NC(=CC2)C2=CC=CC=C2)C (N,2-dimethyl-6-phenyl-2H-pyrazolo[3,4-b]pyridine). RXN SMILES: [Cl:1][C:2]1[C:3]2[C:4](=[N:14][N:15]([CH3:17])[CH:16]=2)[N:5]=[C:6]([C:8]2[CH:13]=[CH:12][CH:11]=[CH:10][CH:9]=2)[CH:7]=1.[CH3:18][NH2:19]>>[ClH:1].[CH3:18][NH:19][C:2]1[C:3]2[C:4](=[N:14][N:15]([CH3:17])[CH:16]=2)[N:5]=[C:6]([C:8]2[CH:13]=[CH:12][CH:11]=[CH:10][CH:9]=2)[CH:7]=1.[CH3:18][N:14]1[C:4]2=[N:5][C:6]([C:8]3[CH:13]=[CH:12][CH:11]=[CH:10][CH:9]=3)=[CH:7][CH:2]=[C:3]2[CH2:16][N:15]1[CH3:17] |f:2.3|. Reported procedure: 17 g. of 4-chloro-2-methyl-6-phenyl-2H-pyrazolo [3,4-b]pyridine (0.07 mol.) and 60 ml. of alcoholic methylamine (270 g/l) are heated at 150°-160° in an autoclave for four hours. After cooling to room temperature, the solution is evaporated in vacuo and the residue is extracted with chloroform. To the chloroform extract is added ethereal hydrochloric acid to give the crude hydrochloride of N,2-dimethyl-6-phenyl-2H-pyrazolo[3,4-b]pyridine which, after treatment with ether, becomes crystalline.